This data is from the Open Reaction Database (ORD), a public repository of structured organic reaction records. The task is: describe an organic reaction: reactants, conditions, products, and yield The reactants are S1C(=CC=C1)C(=O)O (2-thiophenecarboxylic acid), C(C)NCC(C(F)(F)F)(O)CNC1=C2C=NN(C2=CC=C1)C1=CC=CC=C1 (3-(Ethylamino)-1,1,1-trifluoro-2-{[(1-phenyl-1H-indazol-4-yl)amino]methyl}-2-propanol). The product is C(C)N(C(=O)C=1SC=CC1)CC(C(F)(F)F)(CNC1=C2C=NN(C2=CC=C1)C1=CC=CC=C1)O (N-Ethyl-N-(3,3,3-trifluoro-2-hydroxy-2-{[(1-phenyl-1H-indazol-4-yl)amino]methyl}propyl)-2-thiophenecarboxamide). RXN SMILES: [S:1]1[CH:5]=[CH:4][CH:3]=[C:2]1[C:6]([OH:8])=O.[CH2:9]([NH:11][CH2:12][C:13]([CH2:19][NH:20][C:21]1[CH:29]=[CH:28][CH:27]=[C:26]2[C:22]=1[CH:23]=[N:24][N:25]2[C:30]1[CH:35]=[CH:34][CH:33]=[CH:32][CH:31]=1)([OH:18])[C:14]([F:17])([F:16])[F:15])[CH3:10]>>[CH2:9]([N:11]([CH2:12][C:13]([OH:18])([CH2:19][NH:20][C:21]1[CH:29]=[CH:28][CH:27]=[C:26]2[C:22]=1[CH:23]=[N:24][N:25]2[C:30]1[CH:31]=[CH:32][CH:33]=[CH:34][CH:35]=1)[C:14]([F:17])([F:16])[F:15])[C:6]([C:2]1[S:1][CH:5]=[CH:4][CH:3]=1)=[O:8])[CH3:10]. Reported procedure: Prepared similarly to Example 1 from 2-thiophenecarboxylic acid and 3-(Ethylamino)-1,1,1-trifluoro-2-{[(1-phenyl-1H-indazol-4-yl)amino]methyl}-2-propanol. Starting materials: S(=O)([O-])[O-].[Na+].[Na+] (sodium sulfite), FC1=C(C(=O)O)C=CC(=C1)F (2,4-Difluorobenzoic acid), ice water, IN1C(CCC1=O)=O (N-iodosuccinimide). Solvent: S(O)(O)(=O)=O (sulfuric acid). Conditions: time 4.5 hour. Yields the product FC1=C(C(=O)O)C=C(C(=C1)F)I (2,4-difluoro-5-iodobenzoic acid). Yield: 173.7%. As a reaction SMILES: [F:1][C:2]1[CH:10]=[C:9]([F:11])[CH:8]=[CH:7][C:3]=1[C:4]([OH:6])=[O:5].[I:12]N1C(=O)CCC1=O.S([O-])([O-])=O.[Na+].[Na+]>S(=O)(=O)(O)O>[F:1][C:2]1[CH:10]=[C:9]([F:11])[C:8]([I:12])=[CH:7][C:3]=1[C:4]([OH:6])=[O:5] |f:2.3.4|. Procedure: 2,4-Difluorobenzoic acid (50 g, 316 mmol) was dissolved in concentrated sulfuric acid (200 ml), and N-iodosuccinimide (68 g, 300 mmol) was added by portions at not more than 5° C. After the completion of the addition, the mixture was stirred at the same temperature for 4.5 hr. The reaction mixture was poured into ice water (ca. 600 ml), then 10% aqueous sodium sulfite solution was added, and the mixture was stirred. The precipitated solid was collected by filtration, washed with water, and vacuu... The reactants are C1(CCC1)C1=CC(=C(C=C1C=O)C(=O)N1CCC(CC1)C1=CC=C(C#N)C=C1)C (4-[1-[(4-cyclobutyl-5-formyl-2-methylphenyl)carbonyl]piperidin-4-yl]benzonitrile), ClC1=CC(=C(C(=O)O)C=C1I)C (4-chloro-5-iodo-2-methylbenzoic acid), ClC1=CC(=C(C(=O)O)C=C1I)C (4-chloro-5-iodo-2-methylbenzoic acid), C1(CCC1)C1=CC(=C(C(=O)O)C=C1C=O)C (4-cyclobutyl-5-formyl-2-methylbenzoic acid). Yields the product ClC1=CC(=C(C(=O)O)C=C1C=O)C (4-Chloro-5-formyl-2-methylbenzoic acid). RXN SMILES: C1(C2C([CH:11]=[O:12])=CC(C(N3CCC(C4C=CC(C#N)=CC=4)CC3)=O)=C(C)C=2)CCC1.[Cl:30][C:31]1[C:39](I)=[CH:38][C:34]([C:35]([OH:37])=[O:36])=[C:33]([CH3:41])[CH:32]=1.C1(C2C(C=O)=CC(C(O)=O)=C(C)C=2)CCC1>>[Cl:30][C:31]1[C:39]([CH:11]=[O:12])=[CH:38][C:34]([C:35]([OH:37])=[O:36])=[C:33]([CH3:41])[CH:32]=1. Procedure: The title compound was prepared using standard chemical manipulations and procedures similar to those used for the preparation of compound 392.2, except 4-chloro-5-iodo-2-methylbenzoic acid (compound 471.1) was used in place of 4-cyclobutyl-5-iodo-2-methylbenzoic acid (compound 392.1). The reactants are CNC, COC(=O)c1cccc(-c2cnc(C(=O)CCc3ccc(-c4ccc(C=O)cc4)cc3)o2)n1, CC(Cl)Cl. Yields the product COC(=O)c1cccc(-c2cnc(C(=O)CCc3ccc(-c4ccc(CN(C)C)cc4)cc3)o2)n1. As a reaction SMILES: [CH3:34][NH:35][CH3:36].[CH:1](=[O:2])[c:3]1[cH:4][cH:5][c:6](-[c:9]2[cH:10][cH:11][c:12]([CH2:15][CH2:16][C:17](=[O:18])[c:19]3[o:20][c:21](-[c:24]4[cH:25][cH:26][cH:27][c:28]([C:30](=[O:31])[O:32][CH3:33])[n:29]4)[cH:22][n:23]3)[cH:13][cH:14]2)[cH:7][cH:8]1.[Cl:37][CH:38]([Cl:39])[CH3:40]>>[CH2:1]([c:3]1[cH:4][cH:5][c:6](-[c:9]2[cH:10][cH:11][c:12]([CH2:15][CH2:16][C:17](=[O:18])[c:19]3[o:20][c:21](-[c:24]4[cH:25][cH:26][cH:27][c:28]([C:30](=[O:31])[O:32][CH3:33])[n:29]4)[cH:22][n:23]3)[cH:13][cH:14]2)[cH:7][cH:8]1)[N:35]([CH3:34])[CH3:36]. Starting materials: CNS(=O)(=O)C=1SC(=CC1)C1=NC=NC2=CC=C(C=C12)C=1C(=NN(C1)C(C1=CC=CC=C1)(C1=CC=CC=C1)C1=CC=CC=C1)C1=CC=C(C=C1)F (5-{6-[3-(4-fluorophenyl)-1-trityl-1H-pyrazol-4-yl]quinazolin-4-yl}thiophen-2-sulfonic acid methylamide), ClCC(=O)N1CCOCC1 (4-(2-chloroacetyl)-morpholine). Yields the product CN(S(=O)(=O)C=1SC(=CC1)C1=NC=NC2=CC=C(C=C12)C=1C(=NN(C1)C(C1=CC=CC=C1)(C1=CC=CC=C1)C1=CC=CC=C1)C1=CC=C(C=C1)F)CC(=O)N1CCOCC1 (5-{6-[3-(4-fluorophenyl)-1-trityl-1H-pyrazol-4-yl]quinazolin-4-yl}thiophen-2-sulfonic acid methyl-(2-morpholin-4-yl-2-oxoethyl)amide). Isolated yield 364.5%. Reaction SMILES: [CH3:1][NH:2][S:3]([C:6]1[S:7][C:8]([C:11]2[C:20]3[C:15](=[CH:16][CH:17]=[C:18]([C:21]4[C:22]([C:45]5[CH:50]=[CH:49][C:48]([F:51])=[CH:47][CH:46]=5)=[N:23][N:24]([C:26]([C:39]5[CH:44]=[CH:43][CH:42]=[CH:41][CH:40]=5)([C:33]5[CH:38]=[CH:37][CH:36]=[CH:35][CH:34]=5)[C:27]5[CH:32]=[CH:31][CH:30]=[CH:29][CH:28]=5)[CH:25]=4)[CH:19]=3)[N:14]=[CH:13][N:12]=2)=[CH:9][CH:10]=1)(=[O:5])=[O:4].Cl[CH2:53][C:54]([N:56]1[CH2:61][CH2:60][O:59][CH2:58][CH2:57]1)=[O:55]>>[CH3:1][N:2]([CH2:53][C:54]([N:56]1[CH2:61][CH2:60][O:59][CH2:58][CH2:57]1)=[O:55])[S:3]([C:6]1[S:7][C:8]([C:11]2[C:20]3[C:15](=[CH:16][CH:17]=[C:18]([C:21]4[C:22]([C:45]5[CH:46]=[CH:47][C:48]([F:51])=[CH:49][CH:50]=5)=[N:23][N:24]([C:26]([C:39]5[CH:40]=[CH:41][CH:42]=[CH:43][CH:44]=5)([C:33]5[CH:38]=[CH:37][CH:36]=[CH:35][CH:34]=5)[C:27]5[CH:32]=[CH:31][CH:30]=[CH:29][CH:28]=5)[CH:25]=4)[CH:19]=3)[N:14]=[CH:13][N:12]=2)=[CH:9][CH:10]=1)(=[O:4])=[O:5]. Procedure: 100 mg 5-{6-[3-(4-fluorophenyl)-1-trityl-1H-pyrazol-4-yl]quinazolin-4-yl}thiophen-2-sulfonic acid methylamide (compound in Example 745) and 102 mg 4-(2-chloroacetyl)-morpholine were reacted in the same manner as in Example 746, to give 0.43 g 5-{6-[3-(4-fluorophenyl)-1-trityl-1H-pyrazol-4-yl]quinazolin-4-yl}thiophen-2-sulfonic acid methyl-(2-morpholin-4-yl-2-oxoethyl)amide. This product was subjected to the same reaction as in Example 618, dissolved in dichloromethane/methanol and recrystallized...